This data is from the Open Reaction Database (ORD), a public repository of structured organic reaction records. The task is: describe an organic reaction: reactants, conditions, products, and yield Reactants: CC(C)(F)Cn1ncc2cc(Oc3ccc(F)cc3F)c(Br)cc21, O=C([O-])[O-], CO, [K+], [K+], CC(=O)[O-], CC(=O)[O-], O, [Pd+2], c1ccc(P(CCCP(c2ccccc2)c2ccccc2)c2ccccc2)cc1. Product: CC(C)(F)Cn1ncc2cc(Oc3ccc(F)cc3F)c(C(=O)O)cc21. As a reaction SMILES: [Br:1][c:2]1[c:3]([O:16][c:17]2[c:18]([F:24])[cH:19][c:20]([F:23])[cH:21][cH:22]2)[cH:4][c:5]2[cH:6][n:7][n:8]([CH2:11][C:12]([CH3:13])([CH3:14])[F:15])[c:9]2[cH:10]1.[C:27]([O-:28])([O-:29])=[O:30].[CH3:25][OH:26].[K+:31].[K+:32].[O-:63][C:64]([CH3:65])=[O:66].[O-:67][C:68]([CH3:69])=[O:70].[OH2:71].[Pd+2:62].[c:33]1([P:34]([c:35]2[cH:36][cH:37][cH:38][cH:39][cH:40]2)[CH2:41][CH2:42][CH2:43][P:44]([c:45]2[cH:46][cH:47][cH:48][cH:49][cH:50]2)[c:51]2[cH:52][cH:53][cH:54][cH:55][cH:56]2)[cH:57][cH:58][cH:59][cH:60][cH:61]1>>[c:2]1([C:27](=[O:28])[OH:29])[c:3]([O:16][c:17]2[c:18]([F:24])[cH:19][c:20]([F:23])[cH:21][cH:22]2)[cH:4][c:5]2[cH:6][n:7][n:8]([CH2:11][C:12]([CH3:13])([CH3:14])[F:15])[c:9]2[cH:10]1. Starting materials: COC(C)(C)C, C[Si](C)(C)[N-][Si](C)(C)C, [Na+], CCOC(=O)C1CN(C(=O)OC(C)(C)C)CCC1=O, CCOP(=O)(Cl)OCC. The product is CCOC(=O)C1=C(OP(=O)(OCC)OCC)CCN(C(=O)OC(C)(C)C)C1. As a reaction SMILES: [C:39]([O:40][CH3:41])([CH3:42])([CH3:43])[CH3:44].[CH3:21][Si:22]([N-:23][Si:24]([CH3:25])([CH3:26])[CH3:27])([CH3:28])[CH3:29].[Na+:20].[O:1]=[C:2]1[CH:3]([C:15](=[O:16])[O:17][CH2:18][CH3:19])[CH2:4][N:5]([C:8](=[O:9])[O:10][C:11]([CH3:12])([CH3:13])[CH3:14])[CH2:6][CH2:7]1.[P:30]([O:31][CH2:32][CH3:33])([O:34][CH2:35][CH3:36])(=[O:37])[Cl:38]>>[O:1]([C:2]1=[C:3]([C:15](=[O:16])[O:17][CH2:18][CH3:19])[CH2:4][N:5]([C:8](=[O:9])[O:10][C:11]([CH3:12])([CH3:13])[CH3:14])[CH2:6][CH2:7]1)[P:30]([O:31][CH2:32][CH3:33])([O:34][CH2:35][CH3:36])=[O:37]. Starting materials: FC(C1=C(C=CC=C1)C=C(C(=O)OC)C(C)=O)(F)F (2-[[2-(trifluoromethyl)phenyl]methylene]-3-oxobutanoic acid, methyl ester), NC1=C(C=CC=C1)S (2-aminothiophenol). Run at time 72 hour. Procedure: A solution of 2-[[2-(trifluoromethyl)phenyl]methylene]-3-oxobutanoic acid, methyl ester (1.8 g., 6.61 mmole) in dimethylformamide (5 ml.) is treated with 2-aminothiophenol (919 mg., 6.61 mmole) at room temperature. The reaction is stirred at room temperature for about 72 hours. The reaction is then heated at 65°-70° (oil bath temperature) for 10 hours. It is cooled to room temperature and diluted with ethyl acetate (50 ml.). The solution is thoroughly washed with water, sodium bicarbonate, and b... Yields the product CC1=C(C(SC2=C(N1)C=CC=C2)C2=C(C=CC=C2)C(F)(F)F)C(=O)OC (2,5-dihydro-4-methyl-2-[2-(trifluoromethyl)phenyl]-1,5-benzothiazepine-3-carboxylic acid, methyl ester). Run in C(C)(=O)OCC (ethyl acetate), CN(C=O)C (dimethylformamide). RXN SMILES: [F:1][C:2]([F:19])([F:18])[C:3]1[CH:8]=[CH:7][CH:6]=[CH:5][C:4]=1[CH:9]=[C:10]([C:15](=O)[CH3:16])[C:11]([O:13][CH3:14])=[O:12].[NH2:20][C:21]1[CH:26]=[CH:25][CH:24]=[CH:23][C:22]=1[SH:27]>CN(C)C=O.C(OCC)(=O)C>[CH3:16][C:15]1[NH:20][C:21]2[CH:26]=[CH:25][CH:24]=[CH:23][C:22]=2[S:27][CH:9]([C:4]2[CH:5]=[CH:6][CH:7]=[CH:8][C:3]=2[C:2]([F:19])([F:18])[F:1])[C:10]=1[C:11]([O:13][CH3:14])=[O:12]. Starting materials: ClC1=C(C(=O)O)C=C(C=C1)S(=O)(=O)C (2-chloro-5-methanesulfonyl-benzoic acid), [OH-].[NH4+] (ammonium hydroxide). Reagents/catalysts: [Cu] (Copper). Reaction conditions: temperature 127.5 celsius, time 18 hour. Product: NC1=C(C(=O)O)C=C(C=C1)S(=O)(=O)C (2-Amino-5-methanesulfonyl-benzoic acid). Reaction SMILES: Cl[C:2]1[CH:10]=[CH:9][C:8]([S:11]([CH3:14])(=[O:13])=[O:12])=[CH:7][C:3]=1[C:4]([OH:6])=[O:5].[OH-].[NH4+:16]>[Cu]>[NH2:16][C:2]1[CH:10]=[CH:9][C:8]([S:11]([CH3:14])(=[O:13])=[O:12])=[CH:7][C:3]=1[C:4]([OH:6])=[O:5] |f:1.2|. Reported procedure: A mixture of 4.26 mmol 2-chloro-5-methanesulfonyl-benzoic acid (see example K, step1), 0.39 mmol Copper powder and 10 ml ammonium hydroxide 25% was heated at 125-130° C. with stirring for 18 hours. Mixture was cooled to room temperature and filtered. The solid was washed with methanol. The filtrate was concentrated in vacuo. The residue was acidified with HCl 1N to pH=2. The obtained solid was washed with water and dried (HV, 50° C., 1 hour) to yield the title compound. MS (m/e): 214.1 (M−H, 100...